From a dataset of the Open Reaction Database (ORD), a public repository of structured organic reaction records. describe an organic reaction: reactants, conditions, products, and yield Reactants: O=C1c2c(cc(Br)cc2C(F)(F)F)CN1Cc1ccc(OC(F)(F)F)cc1, O=C([O-])[O-], CN(C)CCO, Cc1ccccc1, [Cs+], [Cs+], CC(=O)[O-], CC(=O)[O-], [Pd+2]. The product is CN(C)CCOc1cc2c(c(C(F)(F)F)c1)C(=O)N(Cc1ccc(OC(F)(F)F)cc1)C2. Reaction SMILES: [Br:1][c:2]1[cH:3][c:4]2[c:8]([c:9]([C:11]([F:12])([F:13])[F:14])[cH:10]1)[C:7](=[O:15])[N:6]([CH2:16][c:17]1[cH:18][cH:19][c:20]([O:23][C:24]([F:25])([F:26])[F:27])[cH:21][cH:22]1)[CH2:5]2.[C:34](=[O:35])([O-:36])[O-:37].[CH3:28][N:29]([CH2:30][CH2:31][OH:32])[CH3:33].[CH3:40][c:41]1[cH:42][cH:43][cH:44][cH:45][cH:46]1.[Cs+:38].[Cs+:39].[O-:48][C:49]([CH3:50])=[O:51].[O-:52][C:53]([CH3:54])=[O:55].[Pd+2:47]>>[c:2]1([O:32][CH2:31][CH2:30][N:29]([CH3:28])[CH3:33])[cH:3][c:4]2[c:8]([c:9]([C:11]([F:12])([F:13])[F:14])[cH:10]1)[C:7](=[O:15])[N:6]([CH2:16][c:17]1[cH:18][cH:19][c:20]([O:23][C:24]([F:25])([F:26])[F:27])[cH:21][cH:22]1)[CH2:5]2. The reactants are CN(C)P(=O)(N(C)C)N(C)C, [H-], CI, [Na+], O, OC(Cn1ccnc1)c1ccc2ccccc2c1. The product is COC(Cn1ccnc1)c1ccc2ccccc2c1. RXN SMILES: [CH3:19][N:20]([P:21]([N:22]([CH3:23])[CH3:24])([N:25]([CH3:26])[CH3:27])=[O:28])[CH3:29].[H-:30].[I:32][CH3:33].[Na+:31].[OH2:34].[cH:1]1[c:2]([CH:11]([CH2:12][n:13]2[cH:14][n:15][cH:16][cH:17]2)[OH:18])[cH:3][cH:4][c:5]2[cH:6][cH:7][cH:8][cH:9][c:10]12>>[cH:1]1[c:2]([CH:11]([CH2:12][n:13]2[cH:14][n:15][cH:16][cH:17]2)[O:18][CH3:19])[cH:3][cH:4][c:5]2[cH:6][cH:7][cH:8][cH:9][c:10]12. The reactants are C(C)(C)(C)C=1C=C(C(=C(C1O)C)CNC)C (6-tert.-butyl-3-(N-methylaminomethyl)-2,4-xylenol), C(CCCCCCCCC(=O)Cl)(=O)Cl (sebacic acid dichloride), C(C)(C)(C)C=1C=C(C(=C(C1O)C)CNCCO)C (6-tert.-butyl-3-[N-(2-hydroxyethyl)aminomethyl]-2,4-xylenol), C(C=1C(C(=O)Cl)=CC=CC1)(=O)Cl (phthalic acid dichloride). The product is C(CCCCCCCCCCCCCCCCC)(=O)Cl (stearoyl chloride). Reaction SMILES: C(C1C=C(C)C(CNC)=C(C)C=1O)(C)(C)C.C(C1C=C(C)C(CNCCO)=C(C)C=1O)(C)(C)C.[C:35](Cl)(=O)[C:36]1[C:37](=[CH:41][CH:42]=[CH:43][CH:44]=1)[C:38]([Cl:40])=[O:39].[C:47](Cl)(=O)[CH2:48][CH2:49][CH2:50][CH2:51][CH2:52][CH2:53][CH2:54][CH2:55][C:56](Cl)=O>>[C:38]([Cl:40])(=[O:39])[CH2:37][CH2:41][CH2:42][CH2:43][CH2:44][CH2:36][CH2:35][CH2:47][CH2:48][CH2:49][CH2:50][CH2:51][CH2:52][CH2:53][CH2:54][CH2:55][CH3:56]. Reported procedure: By an analogous procedure to that described in the first part of Example 16 and using 6-tert.-butyl-3-(N-methylaminomethyl)-2,4-xylenol (produced as described in the first part of Example 22) in place of 6-tert.-butyl-3-[N-(2-hydroxyethyl)aminomethyl]-2,4-xylenol and phthalic acid dichloride and sebacic acid dichloride, respectively, in place of stearoyl chloride, the following compounds, respectively, are produced: ##STR69## The reactants are CN (methylamine), CO (methanol), S1C2=C(C(=C1)C=O)C=CC=C2 (benzo[b]thiophen-3-carboxaldehyde), CC(=O)O (HOAc), NaB3CN. Conditions: time 1 hour. Yields the product CNCC=1C2=C(SC1)C=CC=C2 (3-(methylaminomethyl)benzo[b]thiophene). Yield: 48.0%. As a reaction SMILES: [CH3:1][NH2:2].CO.[S:5]1[CH:9]=[C:8]([CH:10]=O)[C:7]2[CH:12]=[CH:13][CH:14]=[CH:15][C:6]1=2.CC(O)=O>>[CH3:1][NH:2][CH2:10][C:8]1[C:7]2[CH:12]=[CH:13][CH:14]=[CH:15][C:6]=2[S:5][CH:9]=1. Procedure: To a stirred solution of 2 M methylamine in methanol (75 mmole, 150 mmole) was added benzo[b]thiophen-3-carboxaldehyde (5.3 g, 33 mmole) and HOAc (4.3 mL, 75 mmole). The reaction was stirred at RT for 1 h, then NaB3CN (2.1 g, 33 mmole) was added portionwise over 5 minutes. The reaction was stirred for an additional 16 h then was concentrated under vacuum. The residue was taken up in Et2O (300 mL) and washed with 1.0 N NaOH (300 mL) then with brine, dried (Na2SO4), and concentrated. Purification ... The reactants are COCOC1=CC=C(C=C1)C(C1=C(C=CC=C1)N(C(=O)C1CCCCC1)C)C1=CC=C(C=C1)OCOC (N-{2-[Bis(4-methoxymethoxyphenyl)methyl]phenyl}-N-methylcyclohexanecarboxamide). Solvent: C(C)(=O)OCC (ethyl acetate), Cl (hydrogen chloride). Conditions: time 1 hour. Product: CNC(=O)C1CCCCC1 (N-methylcyclohexanecarboxamide). Yield: 50.7%. RXN SMILES: COCOC1C=CC(C(C2C=CC(OCOC)=CC=2)C2C=CC=C[C:13]=2[N:18](C)[C:19]([CH:21]2[CH2:26][CH2:25][CH2:24][CH2:23][CH2:22]2)=[O:20])=CC=1>C(OCC)(=O)C.Cl>[CH3:13][NH:18][C:19]([CH:21]1[CH2:26][CH2:25][CH2:24][CH2:23][CH2:22]1)=[O:20]. Procedure details: In 50 ml of ethyl acetate saturated with hydrogen chloride was dissolved 2.18 g of compound 137 obtained by Example 137, and the solution was stirred for 1 hour. Thereafter, the solvent was evaporated under reduced pressure, and the residue was recrystallized from methanol to afford 0.31 g of the desired compound (Compound 138). Starting materials: C(C1=CC=CC=C1)OC(=O)C=1C=[N+](C=CC1C)[O-] (4-Methyl-3-pyridinecarboxylic Acid 1-Oxide Benzyl Ester), C1(=CC=C(C=C1)S(=O)(=O)Cl)C (p-toluenesulfonylchloride). Run in O1CCOCC1 (dioxane). Yields the product Cl.C(C1=CC=CC=C1)OC(=O)C=1C=NC=CC1CCl (4-Chloromethyl-3-pyridinecarboxylic Acid Benzyl Ester Hydrochloride). As a reaction SMILES: [CH2:1]([O:8][C:9]([C:11]1[CH:12]=[N+:13]([O-])[CH:14]=[CH:15][C:16]=1[CH3:17])=[O:10])[C:2]1[CH:7]=[CH:6][CH:5]=[CH:4][CH:3]=1.C1(C)C=CC(S([Cl:28])(=O)=O)=CC=1>O1CCOCC1>[ClH:28].[CH2:1]([O:8][C:9]([C:11]1[CH:12]=[N:13][CH:14]=[CH:15][C:16]=1[CH2:17][Cl:28])=[O:10])[C:2]1[CH:7]=[CH:6][CH:5]=[CH:4][CH:3]=1 |f:3.4|. Reported procedure: A mixture of the title compound of Preparation 7 (1.8 g, 7.3 mmol), p-toluenesulfonylchloride (2.0 g, 11 mmol) and dioxane (10 ml) was heated under reflux for 1.5 hours. The reaction mixutre was cooled to 0° C., diluted with water, treated with solid NaHCO3 and extracted with diethyl ether. The ether extracts were combined, dried (Na2 SO4), filtered and treated with HCl gas. The precipitate was filtered and washed with diethyl ether to afford 1.4 g of the title compound of this preparation. mp 1... Starting materials: C(C1=CC=CC=C1)OC(CC1=CC=C(C=C1)CCC(=O)OC(C)(C)C)=O (1,1-dimethylethyl 3-[4-(2-benzyloxy-2-oxoethyl) phenyl]propanoate), C(C)(=O)OCC (ethyl acetate). Solvent: C(=O)O (formic acid), ice water, hexanes. Product: C(C1=CC=CC=C1)OC(CC1=CC=C(C=C1)CCC(=O)O)=O (3-[4-(2-benzyloxy-2-oxoethyl)phenyl]propanoic acid). Isolated yield 87.0%. RXN SMILES: [CH2:1]([O:8][C:9](=[O:26])[CH2:10][C:11]1[CH:16]=[CH:15][C:14]([CH2:17][CH2:18][C:19]([O:21]C(C)(C)C)=[O:20])=[CH:13][CH:12]=1)[C:2]1[CH:7]=[CH:6][CH:5]=[CH:4][CH:3]=1.C(OCC)(=O)C>C(O)=O>[CH2:1]([O:8][C:9](=[O:26])[CH2:10][C:11]1[CH:12]=[CH:13][C:14]([CH2:17][CH2:18][C:19]([OH:21])=[O:20])=[CH:15][CH:16]=1)[C:2]1[CH:3]=[CH:4][CH:5]=[CH:6][CH:7]=1. Procedure details: 1,1-dimethylethyl 3-[4-(2-benzyloxy-2-oxoethyl) phenyl]propanoate (3.0 g. 8.5 mmol) was stirred in formic acid (10 mL) for 8 hours. Removal of the solvent in vacuo provided a colorless oil that was shaken vigorously with a mixture of ethyl acetate and hexanes (1:3. 20 mL) until it solidified. The mixture was cooled in ice water and the product, collected by suction filtration to give 3-[4-(2-benzyloxy-2-oxoethyl)phenyl]propanoic acid, as a white solid (2.2 g, 7.4 mmol) in 87% yield, mp. 62°-64.5...